describe an organic reaction: reactants, conditions, products, and yield From a dataset of the Open Reaction Database (ORD), a public repository of structured organic reaction records. Reactants: Cl (HCl), C(C)(C)(C)OC(=O)N1CCC(CC1)(F)C=1SC=C(N1)C=1C(=C2CC[C@@H](N(C2=CC1)C(=O)OC)C)OC1CCC1 ((S)-methyl 6-(2-(1-(tert-butoxycarbonyl)-4-fluoropiperidin-4-yl)thiazol-4-yl)-5-cyclobutoxy-2-methyl-3,4-dihydroquinoline-1(2H)-carboxylate), O1CCOCC1 (1,4-dioxane). Conditions: time 1 hour. Product: C1(CCC1)OC1=C2CC[C@@H](N(C2=CC=C1C=1N=C(SC1)C1(CCNCC1)O)C(=O)OC)C (methyl (S)-5-cyclobutoxy-6-(2-(4-hydroxypiperidin-4-yl)thiazol-4-yl)-2-methyl-3,4-dihydroquinoline-1(2H)-carboxylate). As a reaction SMILES: Cl.C(OC([N:9]1[CH2:14][CH2:13][C:12]([C:16]2[S:17][CH:18]=[C:19]([C:21]3[C:22]([O:36][CH:37]4[CH2:40][CH2:39][CH2:38]4)=[C:23]4[C:28](=[CH:29][CH:30]=3)[N:27]([C:31]([O:33][CH3:34])=[O:32])[C@@H:26]([CH3:35])[CH2:25][CH2:24]4)[N:20]=2)(F)[CH2:11][CH2:10]1)=O)(C)(C)C.[O:41]1CCOCC1>>[CH:37]1([O:36][C:22]2[C:21]([C:19]3[N:20]=[C:16]([C:12]4([OH:41])[CH2:11][CH2:10][NH:9][CH2:14][CH2:13]4)[S:17][CH:18]=3)=[CH:30][CH:29]=[C:28]3[C:23]=2[CH2:24][CH2:25][C@H:26]([CH3:35])[N:27]3[C:31]([O:33][CH3:34])=[O:32])[CH2:40][CH2:39][CH2:38]1. Procedure: HCl (4 M in 1,4-dioxane, 0.32 mL, 1.28 mmol) was added to a solution of (S)-methyl 6-(2-(1-(tert-butoxycarbonyl)-4-fluoropiperidin-4-yl)thiazol-4-yl)-5-cyclobutoxy-2-methyl-3,4-dihydroquinoline-1(2H)-carboxylate (0.072 g, 0.128 mmol) in 1,4-dioxane (0.5 mL), and the reaction mixture stirred at rt for 1 h. The reaction mixture was concentrated and the residue was purified by mass triggered preparatory HPLC. The product-containing fractions were combined and concentrated in a Genevac to afford the... The reactants are [BH4-], N#Cc1ccc(F)c(C=O)c1C(F)(F)F, N#Cc1cc(C=O)c(F)cc1C(F)(F)F, [Na+], C1CCOC1. Yields the product N#Cc1cc(CO)c(F)cc1C(F)(F)F. Reaction SMILES: [BH4-:31].[F:16][c:17]1[cH:18][cH:19][c:20]([C:21]#[N:22])[c:23]([C:24]([F:25])([F:26])[F:27])[c:28]1[CH:29]=[O:30].[F:1][c:2]1[cH:3][c:4]([C:12]([F:13])([F:14])[F:15])[c:5]([C:6]#[N:7])[cH:8][c:9]1[CH:10]=[O:11].[Na+:32].[O:33]1[CH2:34][CH2:35][CH2:36][CH2:37]1>>[F:1][c:2]1[cH:3][c:4]([C:12]([F:13])([F:14])[F:15])[c:5]([C:6]#[N:7])[cH:8][c:9]1[CH2:10][OH:11]. Reactants: Cl.Cl.ClC1=CC=C(C=C1)C(CN)CN (2-(4-chlorophenyl)propane-1,3-diamine dihydrochloride). The solvent is O (water), [OH-].[Na+] (NaOH). Yields the product ClC1=CC=C(C=C1)C(CN)CN (2-(4-chlorophenyl)propane-1,3-diamine). Isolated yield 96.7%. Reaction SMILES: Cl.Cl.[Cl:3][C:4]1[CH:9]=[CH:8][C:7]([CH:10]([CH2:13][NH2:14])[CH2:11][NH2:12])=[CH:6][CH:5]=1>O.[OH-].[Na+]>[Cl:3][C:4]1[CH:5]=[CH:6][C:7]([CH:10]([CH2:13][NH2:14])[CH2:11][NH2:12])=[CH:8][CH:9]=1 |f:0.1.2,4.5|. Procedure: 30 g (0.1165 mol) of 2-(4-chlorophenyl)propane-1,3-diamine dihydrochloride are dissolved in the minimum quantity of water, NaOH is added until the pH is 11, the mixture is extracted with 4×100 ml of chloroform, the chloroform phase is washed with 50 ml of water, dried over MgSO4 and filtered, and the filtrate is evaporated to dryness to give 20.8 g (0.1127 mol) of 2-(4-chlorophenyl)propane-1,3-diamine. Reactants: COC(=O)c1cc(C=O)c(C#CC(O)(c2ccccc2)c2ccccc2)n1Cc1ccccc1, CO, Cl, [K+], [OH-], O. Yields the product O=Cc1cc(C(=O)O)n(Cc2ccccc2)c1C#CC(O)(c1ccccc1)c1ccccc1. Reaction SMILES: [CH2:1]([c:2]1[cH:3][cH:4][cH:5][cH:6][cH:7]1)[n:8]1[c:9]([C:31](=[O:32])[O:33][CH3:34])[cH:10][c:11]([CH:29]=[O:30])[c:12]1[C:13]#[C:14][C:15]([c:16]1[cH:17][cH:18][cH:19][cH:20][cH:21]1)([c:22]1[cH:23][cH:24][cH:25][cH:26][cH:27]1)[OH:28].[CH3:38][OH:39].[ClH:37].[K+:36].[OH-:35].[OH2:40]>>[CH2:1]([c:2]1[cH:3][cH:4][cH:5][cH:6][cH:7]1)[n:8]1[c:9]([C:31](=[O:32])[OH:33])[cH:10][c:11]([CH:29]=[O:30])[c:12]1[C:13]#[C:14][C:15]([c:16]1[cH:17][cH:18][cH:19][cH:20][cH:21]1)([c:22]1[cH:23][cH:24][cH:25][cH:26][cH:27]1)[OH:28].